From a dataset of the Open Reaction Database (ORD), a public repository of structured organic reaction records. describe an organic reaction: reactants, conditions, products, and yield The reactants are CCc1nc2c(C)cc(-c3nc4n(c3Cl)CCCC4)cc2n1Cc1ccc(-c2ccccc2C(=O)OC(C)(C)C)cc1, ClCCl, O=C(O)C(F)(F)F. Product: CCc1nc2c(C)cc(-c3nc4n(c3Cl)CCCC4)cc2n1Cc1ccc(-c2ccccc2C(=O)O)cc1. As a reaction SMILES: [CH2:1]([CH3:2])[c:3]1[n:4][c:5]2[c:6]([n:7]1[CH2:8][c:9]1[cH:10][cH:11][c:12](-[c:15]3[c:16]([C:21](=[O:22])[O:23][C:24]([CH3:25])([CH3:26])[CH3:27])[cH:17][cH:18][cH:19][cH:20]3)[cH:13][cH:14]1)[cH:28][c:29](-[c:33]1[n:34][c:35]3[n:36]([c:41]1[Cl:42])[CH2:37][CH2:38][CH2:39][CH2:40]3)[cH:30][c:31]2[CH3:32].[CH2:50]([Cl:51])[Cl:52].[OH:43][C:44]([C:45]([F:46])([F:47])[F:48])=[O:49]>>[CH2:1]([CH3:2])[c:3]1[n:4][c:5]2[c:6]([n:7]1[CH2:8][c:9]1[cH:10][cH:11][c:12](-[c:15]3[c:16]([C:21](=[O:22])[OH:23])[cH:17][cH:18][cH:19][cH:20]3)[cH:13][cH:14]1)[cH:28][c:29](-[c:33]1[n:34][c:35]3[n:36]([c:41]1[Cl:42])[CH2:37][CH2:38][CH2:39][CH2:40]3)[cH:30][c:31]2[CH3:32]. Reaction SMILES: [Cl:1][C:2]1[CH:7]=[CH:6][CH:5]=[C:4]([Cl:8])[C:3]=1[N:9]1[C:13]([CH2:14]O)=[C:12]([CH:16]([CH3:18])[CH3:17])[N:11]=[N:10]1.C1(P(C2C=CC=CC=2)C2C=CC=CC=2)C=CC=CC=1.[Cl:38]CCl>C(Cl)(Cl)(Cl)Cl>[Cl:38][CH2:14][C:13]1[N:9]([C:3]2[C:2]([Cl:1])=[CH:7][CH:6]=[CH:5][C:4]=2[Cl:8])[N:10]=[N:11][C:12]=1[CH:16]([CH3:18])[CH3:17]. Product: ClCC1=C(N=NN1C1=C(C=CC=C1Cl)Cl)C(C)C (5-Chloromethyl-1-(2,6-dichloro-phenyl)-4-isopropyl-1H-[1,2,3]triazole). The reactants are ClC1=C(C(=CC=C1)Cl)N1N=NC(=C1CO)C(C)C ([3-(2,6-dichloro-phenyl)-5-isopropyl-3H-[1,2,3]triazol-4-yl]-methanol), C1(=CC=CC=C1)P(C1=CC=CC=C1)C1=CC=CC=C1 (triphenyl phosphine), ClCCl (dichloromethane). Procedure: To a solution of [3-(2,6-dichloro-phenyl)-5-isopropyl-3H-[1,2,3]triazol-4-yl]-methanol (0.100 g) in dichloromethane (2 mL) and carbon tetrachloride (2 mL) is added triphenyl phosphine (0.275 g). Upon completion, the reaction is concentrated under reduced pressure. The residue is dissolved in dichloromethane to aid in loading solubility and is purified via filter chromatography eluting with 10% ethyl acetate in toluene to give the desired product (0.091 g, 86%). 1H NMR (400 MHz, CDCl3) δ 7.58-7.5... The yield is 86.0%. The solvent is C(Cl)(Cl)(Cl)Cl (carbon tetrachloride).